From a dataset of the Open Reaction Database (ORD), a public repository of structured organic reaction records. describe an organic reaction: reactants, conditions, products, and yield The reactants are FC(C1=CC=C(C=C1)C(C#N)CC)(F)F (rac-2-(4-trifluoromethyl-phenyl)-butyronitrile), C(CN)N (ethylene diamine). Yields the product FC(C1=CC=C(C=C1)C(CC)C=1NCCN1)(F)F (rac-2-[1-(4-Trifluoromethyl-phenyl)-propyl]-4,5-dihydro-1H-imidazole). Reaction SMILES: [F:1][C:2]([F:15])([F:14])[C:3]1[CH:8]=[CH:7][C:6]([CH:9]([CH2:12][CH3:13])[C:10]#[N:11])=[CH:5][CH:4]=1.[CH2:16](N)[CH2:17][NH2:18]>>[F:1][C:2]([F:14])([F:15])[C:3]1[CH:4]=[CH:5][C:6]([CH:9]([C:10]2[NH:18][CH2:17][CH2:16][N:11]=2)[CH2:12][CH3:13])=[CH:7][CH:8]=1. Procedure: rac-2-[1-(4-Trifluoromethyl-phenyl)-propyl]-4,5-dihydro-1H-imidazole was prepared from rac-2-(4-trifluoromethyl-phenyl)-butyronitrile and ethylene diamine in analogy to Example 22: colourless powder; MS (ISP): 257.0 ((M+H)+.). Reactants: CCOC(C)=O, Cc1ccc2c(c1)CN(CC=Cc1ccccc1)C2=O, CCCCCC. Yields the product Cc1ccc2c(c1)CNC2=O. As a reaction SMILES: [C:21]([O:22][CH2:23][CH3:24])(=[O:25])[CH3:26].[CH3:1][c:2]1[cH:3][c:4]2[c:8]([cH:9][cH:10]1)[C:7](=[O:11])[N:6]([CH2:12][CH:13]=[CH:14][c:15]1[cH:16][cH:17][cH:18][cH:19][cH:20]1)[CH2:5]2.[CH3:27][CH2:28][CH2:29][CH2:30][CH2:31][CH3:32]>>[CH3:1][c:2]1[cH:3][c:4]2[c:8]([cH:9][cH:10]1)[C:7](=[O:11])[NH:6][CH2:5]2.